This data is from the Open Reaction Database (ORD), a public repository of structured organic reaction records. The task is: describe an organic reaction: reactants, conditions, products, and yield Starting materials: C(Cl)Cl (methylene chloride), N1C(=NC2=C1C=CC=C2)N (1H-Benzoimidazol-2-ylamine), BrCCCO[Si](C)(C)C(C)(C)C ((3-bromopropoxy)(tert-butyl)dimethylsilane), [OH-].[K+] (potassium hydroxide). Solvent: CC(=O)C (acetone). Run at time 1 hour. Product: [Si](C)(C)(C(C)(C)C)OCCCN1C(=NC2=C1C=CC=C2)N (1-(3-(tert-butyldimethylsilyloxy)propyl)-1H-benzo[d]imidazol-2-amine). Yield: 17.3%. As a reaction SMILES: [NH:1]1[C:5]2[CH:6]=[CH:7][CH:8]=[CH:9][C:4]=2[N:3]=[C:2]1[NH2:10].[OH-].[K+].Br[CH2:14][CH2:15][CH2:16][O:17][Si:18]([C:21]([CH3:24])([CH3:23])[CH3:22])([CH3:20])[CH3:19].C(Cl)Cl>CC(C)=O>[Si:18]([O:17][CH2:16][CH2:15][CH2:14][N:1]1[C:5]2[CH:6]=[CH:7][CH:8]=[CH:9][C:4]=2[N:3]=[C:2]1[NH2:10])([C:21]([CH3:22])([CH3:23])[CH3:24])([CH3:20])[CH3:19] |f:1.2|. Procedure: 1H-Benzoimidazol-2-ylamine (1 g, 7.5 mmol) was dissolved in acetone (30 mL) and powdered potassium hydroxide (2.12 g, 37.5 mmol) was added. The reaction was allowed to stir for several minutes at room temperature before (3-bromopropoxy)(tert-butyl)dimethylsilane (1.75 mL, 7.5 mmol) was added. After 1 hour, methylene chloride was added and the mixture was washed with water, brine and dried over magnesium sulfate. Upon concentration the crude product was dissolved in methylene chloride and purifie... Starting materials: Cc1cc(Br)cc(C)c1OCc1ccccc1, [Li]C(C)(C)C, O=C1C(=O)N(Cc2ccccc2)c2ccccc21, CCCCC, COCCOC. Product: Cc1cc(C2(O)C(=O)N(Cc3ccccc3)c3ccccc32)cc(C)c1OCc1ccccc1. Reaction SMILES: [Br:1][c:2]1[cH:3][c:4]([CH3:17])[c:5]([O:9][CH2:10][c:11]2[cH:12][cH:13][cH:14][cH:15][cH:16]2)[c:6]([CH3:8])[cH:7]1.[C:18]([Li:19])([CH3:20])([CH3:21])[CH3:22].[CH2:28]([c:29]1[cH:30][cH:31][cH:32][cH:33][cH:34]1)[N:35]1[C:36](=[O:45])[C:37](=[O:44])[c:38]2[cH:39][cH:40][cH:41][cH:42][c:43]21.[CH3:23][CH2:24][CH2:25][CH2:26][CH3:27].[CH3:46][O:47][CH2:48][CH2:49][O:50][CH3:51]>>[c:2]1([C:37]2([OH:44])[C:36](=[O:45])[N:35]([CH2:28][c:29]3[cH:30][cH:31][cH:32][cH:33][cH:34]3)[c:43]3[c:38]2[cH:39][cH:40][cH:41][cH:42]3)[cH:3][c:4]([CH3:17])[c:5]([O:9][CH2:10][c:11]2[cH:12][cH:13][cH:14][cH:15][cH:16]2)[c:6]([CH3:8])[cH:7]1.